describe an organic reaction: reactants, conditions, products, and yield From a dataset of the Open Reaction Database (ORD), a public repository of structured organic reaction records. Starting materials: Fc1cc(Cl)cc(Br)c1, C1CCOC1, CON(C)C(=O)C1CCCN(C(=O)OC(C)(C)C)C1. The product is CC(C)(C)OC(=O)N1CCCC(C(=O)c2cc(F)cc(Cl)c2)C1. RXN SMILES: [Br:1][c:2]1[cH:3][c:4]([Cl:9])[cH:5][c:6]([F:8])[cH:7]1.[CH2:29]1[O:30][CH2:31][CH2:32][CH2:33]1.[CH3:10][O:11][N:12]([C:13](=[O:14])[CH:15]1[CH2:16][N:17]([C:21](=[O:22])[O:23][C:24]([CH3:25])([CH3:26])[CH3:27])[CH2:18][CH2:19][CH2:20]1)[CH3:28]>>[c:2]1([C:13](=[O:14])[CH:15]2[CH2:16][N:17]([C:21](=[O:22])[O:23][C:24]([CH3:25])([CH3:26])[CH3:27])[CH2:18][CH2:19][CH2:20]2)[cH:3][c:4]([Cl:9])[cH:5][c:6]([F:8])[cH:7]1. Reactants: O=C(Cl)C=Cc1ccccc1, O=C([O-])[O-], CC(C)=O, [K+], [K+], Nc1ccccc1F, O. The product is O=C(C=Cc1ccccc1)Nc1ccccc1F. As a reaction SMILES: [C:15]([CH:16]=[CH:17][c:18]1[cH:19][cH:20][cH:21][cH:22][cH:23]1)(=[O:24])[Cl:25].[C:9](=[O:10])([O-:11])[O-:12].[CH3:27][C:28](=[O:29])[CH3:30].[K+:13].[K+:14].[NH2:1][c:2]1[cH:3][cH:4][cH:5][cH:6][c:7]1[F:8].[OH2:26]>>[NH:1]([c:2]1[cH:3][cH:4][cH:5][cH:6][c:7]1[F:8])[C:15]([CH:16]=[CH:17][c:18]1[cH:19][cH:20][cH:21][cH:22][cH:23]1)=[O:24]. Reactants: [OH-].[Na+] (NaOH), ( 40 ), N[C@@H](CC(N)=O)C(=O)O (H-Asn-OH), C(C1=CC=CC=C1)(C1=CC=CC=C1)(C1=CC=CC=C1)O (trityl alcohol), OS(=O)(=O)O (H2SO4), C(C)(=O)OC(C)=O (Acetic anhydride). Solvent: O (water), C(C)(=O)O (acetic acid). Conditions: temperature 60 celsius, time 1 hour. The product is C1=CC=C(C=C1)C(C2=CC=CC=C2)(C3=CC=CC=C3)NC(=O)C[C@@H](C(=O)O)N (H-Asn(Trt)--OH), crystals. Yield: 94.0%. Reaction SMILES: [NH2:1][C@H:2]([C:7]([OH:9])=[O:8])[CH2:3][C:4](=[O:6])[NH2:5].[C:10](O)([C:23]1[CH:28]=[CH:27][CH:26]=[CH:25][CH:24]=1)([C:17]1[CH:22]=[CH:21][CH:20]=[CH:19][CH:18]=1)[C:11]1[CH:16]=[CH:15][CH:14]=[CH:13][CH:12]=1.OS(O)(=O)=O.C(OC(=O)C)(=O)C.[OH-].[Na+]>C(O)(=O)C.O>[CH:26]1[CH:27]=[CH:28][C:23]([C:10]([NH:5][C:4]([CH2:3][C@H:2]([NH2:1])[C:7]([OH:9])=[O:8])=[O:6])([C:17]2[CH:22]=[CH:21][CH:20]=[CH:19][CH:18]=2)[C:11]2[CH:12]=[CH:13][CH:14]=[CH:15][CH:16]=2)=[CH:24][CH:25]=1 |f:4.5|. Procedure details: Bpoc-Asn(Trt)--OH: H-Asn(Trt)--OH was prepared according to the procedure of Sieber and Riniker (40) with the following modifications. H-Asn-OH (13.2 g, 0.1 mol), trityl alcohol (52 g, 0.2 mol), conc. H2SO4 (6.1 mL, 0.115 mol) were suspended in glacial acetic acid (300 mL) for 10 min. Acetic anhydride (9 mL, 0.2 mol) was added and the reaction was heated to 60° C. After 4 h the solution was slowly added to cold water (600 mL) and adjusted to pH 6 by addition of 10 N NaOH. After 1 h at 0° C., whi... Starting materials: C(C)(C)(C)C1=CC=C(C=C1)NC1=NC(=NC2=CC(=CC=C12)C1=NC=CC=C1C(F)(F)F)COP(OCC1=CC=CC=C1)(OCC1=CC=CC=C1)=O (phosphoric acid dibenzyl ester 4-(4-tert-butyl-phenylamino)-7-(3-trifluoromethyl-pyridin-2-yl)-quinazolin-2-ylmethyl ester), [H][H] (hydrogen). The reagents and catalysts are [Pd] (palladium on carbon). Run in CO (methanol). Product: C(C)(C)(C)C1=CC=C(C=C1)NC1=NC(=NC2=CC(=CC=C12)C1=NC=CC=C1C(F)(F)F)COP(O)(O)=O (Phosphoric acid mono-[4-(4-tert-butyl-phenylamino)-7-(3-trifluoromethyl-pyridin-2-yl)-quinazolin-2-ylmethyl]ester). Reaction SMILES: [C:1]([C:5]1[CH:10]=[CH:9][C:8]([NH:11][C:12]2[C:21]3[C:16](=[CH:17][C:18]([C:22]4[C:27]([C:28]([F:31])([F:30])[F:29])=[CH:26][CH:25]=[CH:24][N:23]=4)=[CH:19][CH:20]=3)[N:15]=[C:14]([CH2:32][O:33][P:34](=[O:51])([O:43]CC3C=CC=CC=3)[O:35]CC3C=CC=CC=3)[N:13]=2)=[CH:7][CH:6]=1)([CH3:4])([CH3:3])[CH3:2].[H][H]>CO.[Pd]>[C:1]([C:5]1[CH:6]=[CH:7][C:8]([NH:11][C:12]2[C:21]3[C:16](=[CH:17][C:18]([C:22]4[C:27]([C:28]([F:31])([F:30])[F:29])=[CH:26][CH:25]=[CH:24][N:23]=4)=[CH:19][CH:20]=3)[N:15]=[C:14]([CH2:32][O:33][P:34](=[O:35])([OH:43])[OH:51])[N:13]=2)=[CH:9][CH:10]=1)([CH3:4])([CH3:2])[CH3:3]. Procedure details: Dissolve phosphoric acid dibenzyl ester 4-(4-tert-butyl-phenylamino)-7-(3-trifluoromethyl-pyridin-2-yl)-quinazolin-2-ylmethyl ester (225 mg, 0.316 mmol) in methanol and add 10% palladium on carbon (218 mg). Stir the solution for 2 hours under 1 atmosphere of hydrogen gas. Filter the solution through celite and wash through with additional methanol. Concentrate under reduced pressure and triturate with ether to yield the desired product as a yellow solid. The reactants are CCN(C(C)C)C(C)C, COC(=O)c1c(Cl)nc(Cl)nc1Nc1cccc(C)c1, CC(C)(C)OC(=O)NCC1CCCCN1, CN(C)C=O, O. Product: COC(=O)c1c(Cl)nc(N2CCCCC2CNC(=O)OC(C)(C)C)nc1Nc1cccc(C)c1. Reaction SMILES: [CH2:36]([N:37]([CH:38]([CH3:39])[CH3:40])[CH:41]([CH3:42])[CH3:43])[CH3:44].[Cl:1][c:2]1[n:3][c:4]([NH:13][c:14]2[cH:15][c:16]([CH3:20])[cH:17][cH:18][cH:19]2)[c:5]([C:9](=[O:10])[O:11][CH3:12])[c:6]([Cl:8])[n:7]1.[NH:21]1[CH:22]([CH2:27][NH:28][C:29]([O:30][C:31]([CH3:32])([CH3:33])[CH3:34])=[O:35])[CH2:23][CH2:24][CH2:25][CH2:26]1.[O:46]=[CH:47][N:48]([CH3:49])[CH3:50].[OH2:45]>>[c:2]1([N:21]2[CH:22]([CH2:27][NH:28][C:29]([O:30][C:31]([CH3:32])([CH3:33])[CH3:34])=[O:35])[CH2:23][CH2:24][CH2:25][CH2:26]2)[n:3][c:4]([NH:13][c:14]2[cH:15][c:16]([CH3:20])[cH:17][cH:18][cH:19]2)[c:5]([C:9](=[O:10])[O:11][CH3:12])[c:6]([Cl:8])[n:7]1. The reactants are ClC=1C(=C2C(=NC1)NC(=C2)C2=CC(=C(C=C2)NC(CN(C)C)=O)F)C2=CN=C(S2)C2(CCC2)OCOC (N-(4-(5-chloro-4-(2-(1-(methoxymethoxy)cyclobutyl)thiazol-5-yl)-1H-pyrrolo[2,3-b]pyridin-2-yl)-2-fluorophenyl)-2-(dimethylamino)acetamide), ClC=1C(=C2C(=NC1)NC(=C2)C2=NOC(=N2)C2CN(CCC2)C(=O)OC(C)(C)C)C2=CN=C(S2)C2(CCC2)OCOC (tert-butyl 3-(3-(5-chloro-4-(2-(1-(methoxymethoxy)cyclobutyl)thiazol-5-yl)-1H-pyrrolo[2,3-b]pyridin-2-yl)-1,2,4-oxadiazol-5-yl)piperidine-1-carboxylate). Product: ClC=1C(=C2C(=NC1)NC(=C2)C2=CC(=C(C=C2)NC(CN(C)C)=O)F)C2=CN=C(S2)C2(CCC2)O (N-(4-(5-chloro-4-(2-(1-hydroxycyclobutyl)thiazol-5-yl)-1H-pyrrolo[2,3-b]pyridin-2-yl)-2-fluorophenyl)-2-(dimethylamino)acetamide). As a reaction SMILES: [Cl:1][C:2]1[C:3]([C:25]2[S:29][C:28]([C:30]3([O:34]COC)[CH2:33][CH2:32][CH2:31]3)=[N:27][CH:26]=2)=[C:4]2[CH:10]=[C:9]([C:11]3[CH:16]=[CH:15][C:14]([NH:17][C:18](=[O:23])[CH2:19][N:20]([CH3:22])[CH3:21])=[C:13]([F:24])[CH:12]=3)[NH:8][C:5]2=[N:6][CH:7]=1.ClC1C(C2SC(C3(OCOC)CCC3)=NC=2)=C2C=C(C3N=C(C4CCCN(C(OC(C)(C)C)=O)C4)ON=3)NC2=NC=1>>[Cl:1][C:2]1[C:3]([C:25]2[S:29][C:28]([C:30]3([OH:34])[CH2:31][CH2:32][CH2:33]3)=[N:27][CH:26]=2)=[C:4]2[CH:10]=[C:9]([C:11]3[CH:16]=[CH:15][C:14]([NH:17][C:18](=[O:23])[CH2:19][N:20]([CH3:22])[CH3:21])=[C:13]([F:24])[CH:12]=3)[NH:8][C:5]2=[N:6][CH:7]=1. Procedure details: The title compound was prepared as described in Example 22E, substituting N-(4-(5-chloro-4-(2-(1-(methoxymethoxy)cyclobutyl)thiazol-5-yl)-1H-pyrrolo[2,3-b]pyridin-2-yl)-2-fluorophenyl)-2-(dimethylamino)acetamide (Example 64C) for 1 tert-butyl 3-(3-(5-chloro-4-(2-(1-(methoxymethoxy)cyclobutyl)thiazol-5-yl)-1H-pyrrolo[2,3-b]pyridin-2-yl)-1,2,4-oxadiazol-5-yl)piperidine-1-carboxylate (Example 22D). 1H NMR (400 MHz, DMSO-d6) ppm 12.57 (s, 1H) 9.63 (s, 1H) 8.34 (s, 1H) 8.27 (s, 1H) 8.10 (t, 1H) 8.01 ... Starting materials: NC=1C=C(C(=O)NC2=CC(=C(C=C2)Cl)Cl)C=CC1OC (3-Amino-4-methoxy-N-(3,4-dichlorophenyl)-benzamide), ClC=1C=C(C=C(C1)Cl)N=C=S (3,5-dichlorophenyl isothiocyanate). Conditions: time 2 day. Product: ClC=1C=C(C=CC1Cl)NC(C1=CC(=C(C=C1)OC)NC(=S)NC1=CC(=CC(=C1)Cl)Cl)=O (N-(3,4-Dichlorophenyl)-3-[3-(3,5-dichlorophenyl)-thioureido]-4-methoxy-benzamide). The yield is 50.4%. As a reaction SMILES: [NH2:1][C:2]1[CH:3]=[C:4]([CH:16]=[CH:17][C:18]=1[O:19][CH3:20])[C:5]([NH:7][C:8]1[CH:13]=[CH:12][C:11]([Cl:14])=[C:10]([Cl:15])[CH:9]=1)=[O:6].[Cl:21][C:22]1[CH:23]=[C:24]([N:29]=[C:30]=[S:31])[CH:25]=[C:26]([Cl:28])[CH:27]=1>>[Cl:15][C:10]1[CH:9]=[C:8]([NH:7][C:5](=[O:6])[C:4]2[CH:16]=[CH:17][C:18]([O:19][CH3:20])=[C:2]([NH:1][C:30]([NH:29][C:24]3[CH:25]=[C:26]([Cl:28])[CH:27]=[C:22]([Cl:21])[CH:23]=3)=[S:31])[CH:3]=2)[CH:13]=[CH:12][C:11]=1[Cl:14]. Procedure details: Prepared according to the procedure described for Example 78 using 3-amino-4-methoxy-N-(3,4-dichloro-phenyl)-benzamide from Example 4 (0.932 g, 3.00 mmol) and 3,5-dichlorophenyl isothiocyanate (0.335 g, 1.64 mmol). After 2 days, filtration afforded the product (0.426 g); m.p. 189-191° C. Starting materials: C(CCCCCCCCCCC)(=O)Cl (Lauroyl chloride), NNC(=S)N (thiosemicarbazide). Solvent: C1CCOC1 (THF), C1CCOC1 (THF). Run at time 24 hour. The product is NC(NNC(CCCCCCCCCCC)=O)=S (Dodecanoic acid 2-(aminothioxomethyl)hydrazide). Isolated yield 73.1%. As a reaction SMILES: [C:1](Cl)(=[O:13])[CH2:2][CH2:3][CH2:4][CH2:5][CH2:6][CH2:7][CH2:8][CH2:9][CH2:10][CH2:11][CH3:12].[NH2:15][NH:16][C:17]([NH2:19])=[S:18]>C1COCC1>[NH2:19][C:17](=[S:18])[NH:16][NH:15][C:1](=[O:13])[CH2:2][CH2:3][CH2:4][CH2:5][CH2:6][CH2:7][CH2:8][CH2:9][CH2:10][CH2:11][CH3:12]. Procedure details: Lauroyl chloride (12.9 g, 0.06 mol) in THF (70 mL) was added dropwise to a vigorously stirred suspension of thiosemicarbazide (10.9 g, 0.12 mol) in THF (300 mL) at 0° C. After the addition was complete, the mixture was allowed to warm to room temperature and stirred for 24 hours. The mixture was concentrated in vacuo to one-quarter of the original volume and filtered through a silica pad, eluting with ethyl acetate (500 mL). The filtrate was concentrated to 250 mL, filtered, and the residue wash...